Dataset: the Open Reaction Database (ORD), a public repository of structured organic reaction records. Task: describe an organic reaction: reactants, conditions, products, and yield Reactants: [Br-], CC(=O)[CH-]C(C)=O, C1CCOC1, CN1CCCC1=O, CC(C)[Mg+], O=C(Nc1ccn(Cc2ccc(Cl)cc2C(F)(F)F)n1)c1c(F)cccc1F, [Fe+3]. RXN SMILES: [Br-:29].[CH-:47]([C:48](=[O:49])[CH3:50])[C:51](=[O:52])[CH3:53].[CH2:34]1[O:35][CH2:36][CH2:37][CH2:38]1.[CH3:39][N:40]1[CH2:41][CH2:42][CH2:43][C:44]1=[O:45].[CH:30]([CH3:31])([CH3:32])[Mg+:33].[Cl:1][c:2]1[cH:3][c:4]([C:25]([F:26])([F:27])[F:28])[c:5]([CH2:8][n:9]2[n:10][c:11]([NH:14][C:15]([c:16]3[c:17]([F:23])[cH:18][cH:19][cH:20][c:21]3[F:22])=[O:24])[cH:12][cH:13]2)[cH:6][cH:7]1.[Fe+3:46]>>[c:2]1([CH:30]([CH3:31])[CH3:32])[cH:3][c:4]([C:25]([F:26])([F:27])[F:28])[c:5]([CH2:8][n:9]2[n:10][c:11]([NH:14][C:15]([c:16]3[c:17]([F:23])[cH:18][cH:19][cH:20][c:21]3[F:22])=[O:24])[cH:12][cH:13]2)[cH:6][cH:7]1. Product: CC(C)c1ccc(Cn2ccc(NC(=O)c3c(F)cccc3F)n2)c(C(F)(F)F)c1. Reactants: CC(C)(C)[O-], [K+], CC(C)(C)ON=O, C1CCOC1, c1cc2c(cn1)CCCC2. The product is ON=C1CCCc2cnccc21. RXN SMILES: [CH3:11][C:12]([CH3:13])([O-:14])[CH3:15].[K+:16].[N:17](=[O:18])[O:19][C:20]([CH3:21])([CH3:22])[CH3:23].[O:24]1[CH2:25][CH2:26][CH2:27][CH2:28]1.[cH:1]1[n:2][cH:3][cH:4][c:5]2[c:10]1[CH2:9][CH2:8][CH2:7][CH2:6]2>>[cH:1]1[n:2][cH:3][cH:4][c:5]2[c:10]1[CH2:9][CH2:8][CH2:7][C:6]2=[N:17][OH:18]. Starting materials: Cc1nc(Cl)c2c(C)c(C)n(-c3c(C)cc(Br)cc3C)c2n1, CCO, CCN(C(C)C)C(C)C, N#CCCC1CCNCC1. Yields the product Cc1nc(N2CCC(CCC#N)CC2)c2c(C)c(C)n(-c3c(C)cc(Br)cc3C)c2n1. Reaction SMILES: [Br:1][c:2]1[cH:3][c:4]([CH3:22])[c:5](-[n:9]2[c:10]([CH3:21])[c:11]([CH3:20])[c:12]3[c:13]2[n:14][c:15]([CH3:19])[n:16][c:17]3[Cl:18])[c:6]([CH3:8])[cH:7]1.[CH3:42][CH2:43][OH:44].[CH:33]([N:34]([CH2:35][CH3:36])[CH:37]([CH3:38])[CH3:39])([CH3:40])[CH3:41].[NH:23]1[CH2:24][CH2:25][CH:26]([CH2:29][CH2:30][C:31]#[N:32])[CH2:27][CH2:28]1>>[Br:1][c:2]1[cH:3][c:4]([CH3:22])[c:5](-[n:9]2[c:10]([CH3:21])[c:11]([CH3:20])[c:12]3[c:13]2[n:14][c:15]([CH3:19])[n:16][c:17]3[N:23]2[CH2:24][CH2:25][CH:26]([CH2:29][CH2:30][C:31]#[N:32])[CH2:27][CH2:28]2)[c:6]([CH3:8])[cH:7]1. The reactants are CCCCO, CCOC(=O)Cc1ccc(C)nc1, NN, O. The product is Cc1ccc(CC(=O)NN)cn1. As a reaction SMILES: [CH2:17]([OH:18])[CH2:19][CH2:20][CH3:21].[CH2:1]([O:3][C:4](=[O:2])[CH2:5][c:6]1[cH:7][n:8][c:9]([CH3:12])[cH:10][cH:11]1)[CH3:13].[NH2:15][NH2:16].[OH2:14]>>[O:3]=[C:4]([CH2:5][c:6]1[cH:7][n:8][c:9]([CH3:12])[cH:10][cH:11]1)[NH:15][NH2:16]. Reactants: CC(=O)NCCSC1=C(C(=O)OCc2ccc([N+](=O)[O-])cc2)N2C(=O)C(N(C)C)C2C1, O=P([O-])([O-])[O-], C1CCOC1, O=[Pt]. Yields the product CC(=O)NCCSC1=C(C(=O)O)N2C(=O)C(N(C)C)C2C1. As a reaction SMILES: [C:1]([CH3:2])(=[O:3])[NH:4][CH2:5][CH2:6][S:7][C:8]1=[C:9]([C:19](=[O:20])[O:21][CH2:22][c:23]2[cH:24][cH:25][c:26]([N+:27]([O-:28])=[O:29])[cH:30][cH:31]2)[N:10]2[C:11](=[O:18])[CH:12]([N:15]([CH3:16])[CH3:17])[CH:13]2[CH2:14]1.[O-:37][P:38](=[O:39])([O-:40])[O-:41].[O:32]1[CH2:33][CH2:34][CH2:35][CH2:36]1.[Pt:42]=[O:43]>>[C:1]([CH3:2])(=[O:3])[NH:4][CH2:5][CH2:6][S:7][C:8]1=[C:9]([C:19](=[O:20])[OH:21])[N:10]2[C:11](=[O:18])[CH:12]([N:15]([CH3:16])[CH3:17])[CH:13]2[CH2:14]1. RXN SMILES: [CH3:1][N:2]1[CH2:6]C[CH:4]([C:7]2[C:15]3[C:10](=[CH:11][CH:12]=[C:13]([CH:16]=[CH2:17])[CH:14]=3)[NH:9][CH:8]=2)[CH2:3]1.BrC1C=C2C(=CC=1)NC=C2C1C(=O)N(C)C(=O)C1>>[CH3:1][N:2]([CH2:3][CH2:4][C:7]1[C:15]2[C:10](=[CH:11][CH:12]=[C:13]([CH:16]=[CH2:17])[CH:14]=2)[NH:9][CH:8]=1)[CH3:6]. Reported procedure: 3-(N-Methylpyrrolidin-3-yl)-5-vinyl-1H-indole: from 3-(5-bromo-1H-indol-3-yl)-N-methylsuccinimide (Example 4) (27% over 2 steps, HRMS-FAB+ for C15H18N2 : calculated MH+ : 227.15483; found MH+ : 227.15356). The product is CN(C)CCC1=CNC2=CC=C(C=C12)C=C (3-[2-(N,N-Dimethylamino)ethyl]-5-vinyl-1H-indole). Starting materials: CN1CC(CC1)C1=CNC2=CC=C(C=C12)C=C (3-(N-Methylpyrrolidin-3-yl)-5-vinyl-1H-indole), BrC=1C=C2C(=CNC2=CC1)C1CC(=O)N(C1=O)C (3-(5-bromo-1H-indol-3-yl)-N-methylsuccinimide). Reactants: NC=1C(=NC(=C(N1)C1=CC=C(C=C1)F)C1=NN(C(C=C1)=O)C(C)C)C#N (3-amino-5-(4-fluorophenyl)-6-(1-isopropyl-6-oxo-1,6-dihydro-3-pyridazinyl)-2-pyrazinecarbonitrile), CC(=O)O (AcOH), O (Water), C(=O)(O)[O-].[Na+] (NaHCO3). Solvent: Br (hydrogen bromide), CCOC(=O)C (EtOAc). Yields the product NC=1C(=NC(=C(N1)C1=CC=C(C=C1)F)C1=NN(C(C=C1)=O)C(C)C)C(=O)N (3-amino-5-(4-fluorophenyl)-6-(1-isopropyl-6-oxo-1,6-dihydro-3-pyridazinyl)-2-pyrazinecarboxamide). RXN SMILES: [NH2:1][C:2]1[C:3]([C:25]#[N:26])=[N:4][C:5]([C:15]2[CH:20]=[CH:19][C:18](=[O:21])[N:17]([CH:22]([CH3:24])[CH3:23])[N:16]=2)=[C:6]([C:8]2[CH:13]=[CH:12][C:11]([F:14])=[CH:10][CH:9]=2)[N:7]=1.CC(O)=[O:29].O.C([O-])(O)=O.[Na+]>Br.CCOC(C)=O>[NH2:1][C:2]1[C:3]([C:25]([NH2:26])=[O:29])=[N:4][C:5]([C:15]2[CH:20]=[CH:19][C:18](=[O:21])[N:17]([CH:22]([CH3:24])[CH3:23])[N:16]=2)=[C:6]([C:8]2[CH:13]=[CH:12][C:11]([F:14])=[CH:10][CH:9]=2)[N:7]=1 |f:3.4|. Procedure: A solution of 3-amino-5-(4-fluorophenyl)-6-(1-isopropyl-6-oxo-1,6-dihydro-3-pyridazinyl)-2-pyrazinecarbonitrile (30 mg) in 28% hydrogen bromide solution of AcOH (2 ml) was stirred at 25° C. for 3 hours. Water, aq. NaHCO3 and EtOAc were added to the reaction mixture. The organic layer was separated, and dried over MgSO4. The solvent was removed in vacuo. The residue was purified by silica gel column chromatography eluted with a mixture of CHCl3 and MeOH. The fractions were concentrated in vacuo t... The reactants are nitro, [N+](=O)([O-])C1=C(C=C(C=C1)C=1SC=CC1)NC(C1=CC=C(C=C1)C1=NN=NN1)=O (N-(2-Nitro-5-(thiophen-2-yl)phenyl)-4-(1H-tetrazol-5-yl)benzamide). The reagents and catalysts are [Pd] (palladium on charcoal). Run in CO (methanol), ClCCl (dichloromethane). Run at time 8 hour. Product: NC1=C(C=C(C=C1)C=1SC=CC1)NC(C1=CC=C(C=C1)C1=NN=NN1)=O (N-(2-Amino-5-(thiophen-2-yl)phenyl)-4-(1H-tetrazol-5-yl)benzamide). The yield is 34.8%. Reaction SMILES: [N+:1]([C:4]1[CH:9]=[CH:8][C:7]([C:10]2[S:11][CH:12]=[CH:13][CH:14]=2)=[CH:6][C:5]=1[NH:15][C:16](=[O:28])[C:17]1[CH:22]=[CH:21][C:20]([C:23]2[NH:27][N:26]=[N:25][N:24]=2)=[CH:19][CH:18]=1)([O-])=O>[Pd].CO.ClCCl>[NH2:1][C:4]1[CH:9]=[CH:8][C:7]([C:10]2[S:11][CH:12]=[CH:13][CH:14]=2)=[CH:6][C:5]=1[NH:15][C:16](=[O:28])[C:17]1[CH:18]=[CH:19][C:20]([C:23]2[NH:27][N:26]=[N:25][N:24]=2)=[CH:21][CH:22]=1. Procedure: The nitro compound 171 (20 mg, 0.05 mmol) was hydrogenated (1 atm) in the presence of 10% palladium on charcoal (catalytic amount) in methanol (1 mL) at room temperature for 2-3 hrs. The reaction mixture was filtered through a pad of Celite®, the filtrate was evaporated to give the crude product which was suspended in dichloromethane and stirred overnight at room temperature, then filtered to provide the title compound 172 (6.3 mg, 27% yield). 1H NMR: (DMSO) δ (ppm): 400 MHz, (DMSO) d (ppm): 9.7... The reactants are OB(O)O, Nc1cccc2c1C(=O)c1ccccc1C2=O, C=CC(=O)O, O=S(=O)(O)O. Product: O=C(O)CCNc1cccc2c1C(=O)c1ccccc1C2=O. Reaction SMILES: [B:23]([OH:24])([OH:25])[OH:26].[NH2:6][c:7]1[cH:8][cH:9][cH:10][c:11]2[c:20]1[C:19](=[O:21])[c:18]1[c:13]([cH:14][cH:15][cH:16][cH:17]1)[C:12]2=[O:22].[OH:1][C:2](=[O:3])[CH:4]=[CH2:5].[S:27](=[O:28])(=[O:29])([OH:30])[OH:31]>>[OH:1][C:2](=[O:3])[CH2:4][CH2:5][NH:6][c:7]1[cH:8][cH:9][cH:10][c:11]2[c:20]1[C:19](=[O:21])[c:18]1[c:13]([cH:14][cH:15][cH:16][cH:17]1)[C:12]2=[O:22].